Dataset: the Open Reaction Database (ORD), a public repository of structured organic reaction records. Task: describe an organic reaction: reactants, conditions, products, and yield Starting materials: ClC1=CC(=NC(=N1)C1=NC(=CC=C1)C)C=1C=C(C=NC1)C1=CC=C(C=C1)C(=O)N1CCN(CC1)C(C)C ((4-{5-[6-chloro-2-(6-methyl-pyridin-2-yl)-pyrimidin-4-yl]-pyridin-3-yl}-phenyl)-(4-isopropyl-piperazin-1-yl)-methanone), CO (methanol), 509. The product is C(C)(C)N1CCN(CC1)C(=O)C1=CC=C(C=C1)C=1C=NC=C(C1)C1=NC(=NC(=C1)OC)C1=NC(=CC=C1)C ((4-Isopropyl-piperazin-1-yl)-(4-{5-[6-methoxy-2-(6-methyl-pyridin-2-yl)-pyrimidin-4-yl]-pyridin-3-yl}-phenyl)-methanone). As a reaction SMILES: Cl[C:2]1[N:7]=[C:6]([C:8]2[CH:13]=[CH:12][CH:11]=[C:10]([CH3:14])[N:9]=2)[N:5]=[C:4]([C:15]2[CH:16]=[C:17]([C:21]3[CH:26]=[CH:25][C:24]([C:27]([N:29]4[CH2:34][CH2:33][N:32]([CH:35]([CH3:37])[CH3:36])[CH2:31][CH2:30]4)=[O:28])=[CH:23][CH:22]=3)[CH:18]=[N:19][CH:20]=2)[CH:3]=1.[CH3:38][OH:39]>>[CH:35]([N:32]1[CH2:33][CH2:34][N:29]([C:27]([C:24]2[CH:25]=[CH:26][C:21]([C:17]3[CH:18]=[N:19][CH:20]=[C:15]([C:4]4[CH:3]=[C:2]([O:39][CH3:38])[N:7]=[C:6]([C:8]5[CH:13]=[CH:12][CH:11]=[C:10]([CH3:14])[N:9]=5)[N:5]=4)[CH:16]=3)=[CH:22][CH:23]=2)=[O:28])[CH2:30][CH2:31]1)([CH3:37])[CH3:36]. Reported procedure: This compound is prepared from (4-{5-[6-chloro-2-(6-methyl-pyridin-2-yl)-pyrimidin-4-yl]-pyridin-3-yl}-phenyl)-(4-isopropyl-piperazin-1-yl)-methanone (Ex. 7) and methanol analogously to Example 2: [M+H]+=509 as a white solid. The reactants are COC(=O)Cl, CC(C)O, CC(C)NCC(O)COc1ccc(CCN)cn1, O. The product is COC(=O)NCCc1ccc(OCC(O)CNC(C)C)nc1. As a reaction SMILES: [CH3:1][O:2][C:3](=[O:4])[Cl:5].[CH:24]([OH:25])([CH3:26])[CH3:27].[NH2:6][CH2:7][CH2:8][c:9]1[cH:10][cH:11][c:12]([O:15][CH2:16][CH:17]([CH2:18][NH:19][CH:20]([CH3:21])[CH3:22])[OH:23])[n:13][cH:14]1.[OH2:28]>>[CH3:1][O:2][C:3](=[O:4])[NH:6][CH2:7][CH2:8][c:9]1[cH:10][cH:11][c:12]([O:15][CH2:16][CH:17]([CH2:18][NH:19][CH:20]([CH3:21])[CH3:22])[OH:23])[n:13][cH:14]1. Starting materials: CC([C@H](C)N1C(O[C@@](CC1)(CCCO)C1=CC=C(C=C1)F)=O)(C)C ((R)-3-((S)-3,3-dimethylbutan-2-yl)-6-(4-fluorophenyl)-6-(3-hydroxypropyl)-1,3-oxazinan-2-one), CC(=O)C.OS(=O)(=O)O.O=[Cr](=O)=O (Jones reagent). Run in CC(=O)C (acetone). Run at time 1 hour. Yields the product CC([C@H](C)N1C(O[C@](CC1)(C1=CC=C(C=C1)F)CCC(=O)O)=O)(C)C (3-((R)-3-((S)-3,3-dimethylbutan-2-yl)-6-(4-fluorophenyl)-2-oxo-1,3-oxazinan-6-yl)propanoic acid). Yield: 32.0%. RXN SMILES: [CH3:1][C:2]([CH3:24])([CH3:23])[C@@H:3]([N:5]1[CH2:10][CH2:9][C@@:8]([C:15]2[CH:20]=[CH:19][C:18]([F:21])=[CH:17][CH:16]=2)([CH2:11][CH2:12][CH2:13][OH:14])[O:7][C:6]1=[O:22])[CH3:4].CC(C)=[O:27].OS(O)(=O)=O.O=[Cr](=O)=O>CC(C)=O>[CH3:24][C:2]([CH3:23])([CH3:1])[C@@H:3]([N:5]1[CH2:10][CH2:9][C@:8]([CH2:11][CH2:12][C:13]([OH:27])=[O:14])([C:15]2[CH:16]=[CH:17][C:18]([F:21])=[CH:19][CH:20]=2)[O:7][C:6]1=[O:22])[CH3:4] |f:1.2.3|. Reported procedure: To a solution of (R)-3-((S)-3,3-dimethylbutan-2-yl)-6-(4-fluorophenyl)-6-(3-hydroxypropyl)-1,3-oxazinan-2-one (150 mg, 0.45 mmol) in acetone (10 mL) was added Jones reagent (2.5 mol/L, 0.5 mL) at 0° C., and the mixture was stirred at rt for 1 h. The reaction mixture was concentrated, and the mixture was extracted with EtOAc. The combined organic phase was concentrated to give the crude product, which was purified by preparative TLC to give 3-((R)-3-((S)-3,3-dimethylbutan-2-yl)-6-(4-fluorophenyl)... Reactants: FC(C1=CC=C(C=C1)[C@]12CN(C[C@@H]2C1)C(CCO)C)(F)F (3-{(1S,5R)-1-[4-(trifluoromethyl)phenyl]-3-azabicyclo[3.1.0]hex-3-yl}-1-butanol), S(=O)(Cl)Cl (thionyl chloride), [OH-].[Na+] (NaOH), ClCCl (dichloromethane). Solvent: C(Cl)(Cl)Cl (chloroform). Run at time 6 hour. Product: ClCCC(C)N1C[C@]2(C[C@H]2C1)C1=CC=C(C=C1)C(F)(F)F ((1S,5R)-3-(3-Chloro-1-methylpropyl)-1-[4-(trifluoromethyl)phenyl]-3-azabicyclo[3.1.0]hexane). Isolated yield 76.8%. RXN SMILES: [F:1][C:2]([F:21])([F:20])[C:3]1[CH:8]=[CH:7][C:6]([C@:9]23[CH2:14][C@H:13]2[CH2:12][N:11]([CH:15]([CH3:19])[CH2:16][CH2:17]O)[CH2:10]3)=[CH:5][CH:4]=1.S(Cl)([Cl:24])=O.[OH-].[Na+].ClCCl>C(Cl)(Cl)Cl>[Cl:24][CH2:17][CH2:16][CH:15]([N:11]1[CH2:12][C@H:13]2[C@:9]([C:6]3[CH:7]=[CH:8][C:3]([C:2]([F:21])([F:20])[F:1])=[CH:4][CH:5]=3)([CH2:14]2)[CH2:10]1)[CH3:19] |f:2.3|. Procedure: To a solution of 3-{(1S,5R)-1-[4-(trifluoromethyl)phenyl]-3-azabicyclo[3.1.0]hex-3-yl}-1-butanol (Preparation 19, 130 mg) in chloroform (4 mL), thionyl chloride (0.87 mmol) was added and the mixture was stirred at room temperature for 6 h. After addition of NaOH (1 M), dichloromethane was added and the organic layer was washed with Brine and dried over Na2SO4. The solution was concentrated in vacuo and the crude product purified by flash chromatography (ethyl acetate:cyclohexane=5:95) to give 10... The reactants are Cc1nc2ccccc2n1-c1nc(N2CCOCC2)c2nc(C=C3CN(C(=O)OC(C)(C)C)C3)n(C)c2n1, CC(=O)O, CCO. RXN SMILES: [C:1]([CH3:2])([CH3:3])([CH3:4])[O:5][C:6](=[O:7])[N:8]1[CH2:9][C:10](=[CH:12][c:13]2[n:14]([CH3:38])[c:15]3[n:16][c:17](-[n:28]4[c:29]([CH3:37])[n:30][c:31]5[c:32]4[cH:33][cH:34][cH:35][cH:36]5)[n:18][c:19]([N:22]4[CH2:23][CH2:24][O:25][CH2:26][CH2:27]4)[c:20]3[n:21]2)[CH2:11]1.[C:42]([OH:43])(=[O:44])[CH3:45].[CH3:39][CH2:40][OH:41]>>[C:1]([CH3:2])([CH3:3])([CH3:4])[O:5][C:6](=[O:7])[N:8]1[CH2:9][CH:10]([CH2:12][c:13]2[n:14]([CH3:38])[c:15]3[n:16][c:17](-[n:28]4[c:29]([CH3:37])[n:30][c:31]5[c:32]4[cH:33][cH:34][cH:35][cH:36]5)[n:18][c:19]([N:22]4[CH2:23][CH2:24][O:25][CH2:26][CH2:27]4)[c:20]3[n:21]2)[CH2:11]1. Product: Cc1nc2ccccc2n1-c1nc(N2CCOCC2)c2nc(CC3CN(C(=O)OC(C)(C)C)C3)n(C)c2n1. Starting materials: CCOCC, Cc1ccc(N)cc1, O=C=NS(=O)(=O)Cl. Product: Cc1ccc(NC(=O)NS(=O)(=O)Cl)cc1. RXN SMILES: [CH2:16]([O:17][CH2:18][CH3:19])[CH3:20].[CH3:8][c:9]1[cH:10][cH:11][c:12]([NH2:13])[cH:14][cH:15]1.[Cl:1][S:2](=[O:3])(=[O:4])[N:5]=[C:6]=[O:7]>>[Cl:1][S:2](=[O:3])(=[O:4])[NH:5][C:6](=[O:7])[NH:13][c:12]1[cH:11][cH:10][c:9]([CH3:8])[cH:15][cH:14]1.